Dataset: the Open Reaction Database (ORD), a public repository of structured organic reaction records. Task: describe an organic reaction: reactants, conditions, products, and yield Yields the product Clc1ccc(-c2cc(Cn3ccnc3)no2)s1. Starting materials: [Br-], Clc1ccc(-c2cc(CBr)no2)s1, CCCCCCCCCCCCCCCC[P+](C)(C)C, CC#N, ClCCl, [K+], [K+], O=C([O-])[O-], c1c[nH]cn1. As a reaction SMILES: [Br-:12].[Br:33][CH2:34][c:35]1[n:36][o:37][c:38](-[c:40]2[s:41][c:42]([Cl:45])[cH:43][cH:44]2)[cH:39]1.[CH2:13]([P+:14]([CH3:15])([CH3:16])[CH3:17])[CH2:18][CH2:19][CH2:20][CH2:21][CH2:22][CH2:23][CH2:24][CH2:25][CH2:26][CH2:27][CH2:28][CH2:29][CH2:30][CH2:31][CH3:32].[CH3:46][C:47]#[N:48].[Cl:49][CH2:50][Cl:51].[K+:6].[K+:7].[O-:8][C:9]([O-:10])=[O:11].[nH:1]1[cH:2][n:3][cH:4][cH:5]1>>[n:1]1([CH2:34][c:35]2[n:36][o:37][c:38](-[c:40]3[s:41][c:42]([Cl:45])[cH:43][cH:44]3)[cH:39]2)[cH:2][n:3][cH:4][cH:5]1. Reactants: O=C([O-])[O-], Cn1cc(CCOS(C)(=O)=O)cn1, CN(C)C=O, NC1CCc2[nH]c3ccc(NC(=O)c4ccc(F)cc4)cc3c2C1, [K+], [K+]. The product is Cn1cc(CCNC2CCc3[nH]c4ccc(NC(=O)c5ccc(F)cc5)cc4c3C2)cn1. Reaction SMILES: [C:25](=[O:26])([O-:27])[O-:28].[CH3:31][n:32]1[n:33][cH:34][c:35]([CH2:37][CH2:38][O:39][S:40]([CH3:41])(=[O:42])=[O:43])[cH:36]1.[CH3:44][N:45]([CH3:46])[CH:47]=[O:48].[F:1][c:2]1[cH:3][cH:4][c:5]([C:6](=[O:7])[NH:8][c:9]2[cH:10][c:11]3[c:12]4[c:17]([nH:18][c:19]3[cH:20][cH:21]2)[CH2:16][CH2:15][CH:14]([NH2:22])[CH2:13]4)[cH:23][cH:24]1.[K+:29].[K+:30]>>[F:1][c:2]1[cH:3][cH:4][c:5]([C:6](=[O:7])[NH:8][c:9]2[cH:10][c:11]3[c:12]4[c:17]([nH:18][c:19]3[cH:20][cH:21]2)[CH2:16][CH2:15][CH:14]([NH:22][CH2:38][CH2:37][c:35]2[cH:34][n:33][n:32]([CH3:31])[cH:36]2)[CH2:13]4)[cH:23][cH:24]1. The reactants are CC1(CCNCC1)COC1=CC=NC=2N(C3=C(C21)C=C(N=C3)C#N)COCC[Si](C)(C)C (4-((4-methylpiperidin-4-yl)methoxy)-9-(2-trimethylsilanyl-ethoxymethyl)-9H-dipyrido[2,3-b;4′,3′-d]pyrrole-6-carbonitrile), [I-].[Na+] (sodium iodide), BrCCOC (1-bromo-2-methoxyethane), BrCCOC (1-bromo-2-methoxyethane), C(C)(C)N(C(C)C)CC (N,N-diisopropylethylamine). Run in C(C)#N (acetonitrile), C([O-])(O)=O.[Na+] (sodium bicarbonate), O (water), C(Cl)Cl (methylene chloride). Reaction conditions: temperature 50 celsius. Product: COCCN1CCC(CC1)(C)COC1=CC=NC=2N(C3=C(C21)C=C(N=C3)C#N)COCC[Si](C)(C)C (4-((1-(2-methoxyethyl)-4-methylpiperidin-4-yl)methoxy)-9-(2-trimethylsilanyl-ethoxymethyl)-9H-dipyrido[2,3-b;4′,3′-d]pyrrole-6-carbonitrile). Reaction SMILES: [CH3:1][C:2]1([CH2:8][O:9][C:10]2[C:18]3[C:17]4[CH:19]=[C:20]([C:23]#[N:24])[N:21]=[CH:22][C:16]=4[N:15]([CH2:25][O:26][CH2:27][CH2:28][Si:29]([CH3:32])([CH3:31])[CH3:30])[C:14]=3[N:13]=[CH:12][CH:11]=2)[CH2:7][CH2:6][NH:5][CH2:4][CH2:3]1.[I-].[Na+].Br[CH2:36][CH2:37][O:38][CH3:39].C(N(CC)C(C)C)(C)C>C(#N)C.C(=O)(O)[O-].[Na+].O.C(Cl)Cl>[CH3:39][O:38][CH2:37][CH2:36][N:5]1[CH2:4][CH2:3][C:2]([CH2:8][O:9][C:10]2[C:18]3[C:17]4[CH:19]=[C:20]([C:23]#[N:24])[N:21]=[CH:22][C:16]=4[N:15]([CH2:25][O:26][CH2:27][CH2:28][Si:29]([CH3:31])([CH3:30])[CH3:32])[C:14]=3[N:13]=[CH:12][CH:11]=2)([CH3:1])[CH2:7][CH2:6]1 |f:1.2,6.7|. Reported procedure: To a solution of 4-((4-methylpiperidin-4-yl)methoxy)-9-(2-trimethylsilanyl-ethoxymethyl)-9H-dipyrido[2,3-b;4′,3′-d]pyrrole-6-carbonitrile (74 mg, 0.16 mmol) in acetonitrile (1.7 mL) was added sodium iodide (26 mg, 0.17 mmol) and 1-bromo-2-methoxyethane (16 uL, 0.17 mmol). The reaction mixture was warmed to 50° C. for 18 hours. The mixture was allowed to cool and then 1-bromo-2-methoxyethane (65 uL, 0.69 mmol) and N,N-diisopropylethylamine (29 uL, 0.16 mmol) were added and the mixture was heated ... Reactants: [Al+3], O=C(c1ccccc1)c1cccnc1Cl, [H-], [H-], [H-], [H-], [Li+], c1ccncc1. Product: OC(c1ccccc1)c1cccnc1Cl. Reaction SMILES: [Al+3:2].[C:7]([c:8]1[cH:9][cH:10][cH:11][cH:12][cH:13]1)(=[O:14])[c:15]1[c:16]([Cl:21])[n:17][cH:18][cH:19][cH:20]1.[H-:1].[H-:4].[H-:5].[H-:6].[Li+:3].[cH:22]1[cH:23][cH:24][n:25][cH:26][cH:27]1>>[CH:7]([c:8]1[cH:9][cH:10][cH:11][cH:12][cH:13]1)([OH:14])[c:15]1[c:16]([Cl:21])[n:17][cH:18][cH:19][cH:20]1. Starting materials: C(C)OC(C1=CC(=CC(=C1)F)SC1=C(NC2=CC(=CC=C12)Cl)C)=O (3-(6-Chloro-2-methyl-1H-indol-3-ylsulfanyl)-5-fluoro-benzoic acid ethyl ester), BrC=1C=NN(C1)CC (4-bromo-1-ethyl-1H-pyrazole). Yields the product C(C)OC(C1=CC(=CC(=C1)F)SC1=C(N(C2=CC(=CC=C12)Cl)C=1C=NN(C1)CC)C)=O (3-[6-Chloro-1-(1-ethyl-1H-pyrazol-4-yl)-2-methyl-1H-indol-3-ylsulfanyl]-5-fluoro-benzoic acid ethyl ester). Reaction SMILES: [CH2:1]([O:3][C:4](=[O:24])[C:5]1[CH:10]=[C:9]([F:11])[CH:8]=[C:7]([S:12][C:13]2[C:21]3[C:16](=[CH:17][C:18]([Cl:22])=[CH:19][CH:20]=3)[NH:15][C:14]=2[CH3:23])[CH:6]=1)[CH3:2].Br[C:26]1[CH:27]=[N:28][N:29]([CH2:31][CH3:32])[CH:30]=1>>[CH2:1]([O:3][C:4](=[O:24])[C:5]1[CH:10]=[C:9]([F:11])[CH:8]=[C:7]([S:12][C:13]2[C:21]3[C:16](=[CH:17][C:18]([Cl:22])=[CH:19][CH:20]=3)[N:15]([C:26]3[CH:27]=[N:28][N:29]([CH2:31][CH3:32])[CH:30]=3)[C:14]=2[CH3:23])[CH:6]=1)[CH3:2]. Procedure details: Prepared according to the procedure described in Example 55, Step 2 using the following starting materials: 3-(6-Chloro-2-methyl-1H-indol-3-ylsulfanyl)-5-fluoro-benzoic acid ethyl ester and 4-bromo-1-ethyl-1H-pyrazole.